Dataset: the Open Reaction Database (ORD), a public repository of structured organic reaction records. Task: describe an organic reaction: reactants, conditions, products, and yield The reactants are N(CCO)CCO (diethanolamine), COC=1C=C(CCl)C=CC1 (3-methoxybenzyl chloride). Product: OCCN(CCO)CC1=CC(=CC=C1)OC (2-[(2-Hydroxy-ethyl)-(3-methoxy-benzyl)-amino]-ethanol). Reaction SMILES: [NH:1]([CH2:5][CH2:6][OH:7])[CH2:2][CH2:3][OH:4].[CH3:8][O:9][C:10]1[CH:11]=[C:12]([CH:15]=[CH:16][CH:17]=1)[CH2:13]Cl>>[OH:4][CH2:3][CH2:2][N:1]([CH2:13][C:12]1[CH:15]=[CH:16][CH:17]=[C:10]([O:9][CH3:8])[CH:11]=1)[CH2:5][CH2:6][OH:7]. Procedure details: 2-[(2-Hydroxy-ethyl)-(3-methoxy-benzyl)-amino]-ethanol was prepared according to the general method as outlined in example 83. Starting from diethanolamine (3.1 g, 29.5 mmol) and 3-methoxybenzyl chloride (5 g, 31.9 mmol). Yield 9.28 g, (99%); yellow oil; MS: 226 (M+H). Reactants: C(=NC1CCCCC1)=NC1CCCCC1, ClCCl, NCCN1CCC(c2noc3cc(F)ccc23)CC1, O=C(O)c1cccc(F)c1C(=O)O. Product: O=C1c2cccc(F)c2C(=O)N1CCN1CCC(c2noc3cc(F)ccc23)CC1. As a reaction SMILES: [CH:33]1([N:34]=[C:35]=[N:36][CH:37]2[CH2:38][CH2:39][CH2:40][CH2:41][CH2:42]2)[CH2:43][CH2:44][CH2:45][CH2:46][CH2:47]1.[Cl:48][CH2:49][Cl:50].[F:1][c:2]1[cH:3][c:4]2[c:5]([c:6]([CH:9]3[CH2:10][CH2:11][N:12]([CH2:15][CH2:16][NH2:17])[CH2:13][CH2:14]3)[n:7][o:8]2)[cH:18][cH:19]1.[F:20][c:21]1[c:22]([C:30](=[O:31])[OH:32])[c:23]([C:24](=[O:25])[OH:26])[cH:27][cH:28][cH:29]1>>[F:1][c:2]1[cH:3][c:4]2[c:5]([c:6]([CH:9]3[CH2:10][CH2:11][N:12]([CH2:15][CH2:16][N:17]4[C:24](=[O:25])[c:23]5[c:22]([c:21]([F:20])[cH:29][cH:28][cH:27]5)[C:30]4=[O:31])[CH2:13][CH2:14]3)[n:7][o:8]2)[cH:18][cH:19]1.